Dataset: the Open Reaction Database (ORD), a public repository of structured organic reaction records. Task: describe an organic reaction: reactants, conditions, products, and yield Reactants: [Li]CCCC, CCCCCC, CN(C)C=O, O, Cc1ccc(S(=O)(=O)NN=C2CCCCCCC2)cc1. Yields the product O=CC1=CCCCCCC1. Reaction SMILES: [CH2:21]([Li:22])[CH2:23][CH2:24][CH3:25].[CH3:32][CH2:33][CH2:34][CH2:35][CH2:36][CH3:37].[O:26]=[CH:27][N:28]([CH3:29])[CH3:30].[OH2:31].[c:1]1([CH3:2])[cH:3][cH:4][c:5]([S:6]([NH:7][N:8]=[C:12]2[CH2:13][CH2:14][CH2:15][CH2:16][CH2:17][CH2:18][CH2:19]2)(=[O:9])=[O:10])[cH:11][cH:20]1>>[C:12]1([CH:27]=[O:26])=[CH:19][CH2:18][CH2:17][CH2:16][CH2:15][CH2:14][CH2:13]1.